This data is from the Open Reaction Database (ORD), a public repository of structured organic reaction records. The task is: describe an organic reaction: reactants, conditions, products, and yield Starting materials: CC(C)OC(C)C, Nc1ccccc1S, O. Product: c1ccc2c(c1)NCS2. Reaction SMILES: [CH:9]([O:10][CH:11]([CH3:12])[CH3:13])([CH3:14])[CH3:15].[NH2:1][c:2]1[c:3]([SH:8])[cH:4][cH:5][cH:6][cH:7]1.[OH2:16]>>[NH:1]1[c:2]2[c:3]([cH:4][cH:5][cH:6][cH:7]2)[S:8][CH2:9]1.